This data is from the Open Reaction Database (ORD), a public repository of structured organic reaction records. The task is: describe an organic reaction: reactants, conditions, products, and yield RXN SMILES: [NH:1]1[CH2:6][CH2:5][C:4]2([C:14]3[C:9](=[CH:10][CH:11]=[CH:12][CH:13]=3)[CH2:8][CH2:7]2)[CH2:3][CH2:2]1.C([O-])([O-])=O.[Cs+].[Cs+].[CH2:21]([O:23][C:24](=[O:46])[CH2:25][CH:26]([C:30]1[CH:35]=[CH:34][C:33]([O:36][CH2:37][C:38]2[CH:43]=[CH:42][C:41]([CH2:44]Br)=[CH:40][CH:39]=2)=[CH:32][CH:31]=1)[C:27]#[C:28][CH3:29])[CH3:22]>C(#N)C>[N:1]1([CH2:44][C:41]2[CH:40]=[CH:39][C:38]([CH2:37][O:36][C:33]3[CH:34]=[CH:35][C:30]([C@@H:26]([C:27]#[C:28][CH3:29])[CH2:25][C:24]([O:23][CH2:21][CH3:22])=[O:46])=[CH:31][CH:32]=3)=[CH:43][CH:42]=2)[CH2:6][CH2:5][C:4]2([C:14]3[C:9](=[CH:10][CH:11]=[CH:12][CH:13]=3)[CH2:8][CH2:7]2)[CH2:3][CH2:2]1 |f:1.2.3|. The product is N1(CCC2(CC1)CCC1=CC=CC=C12)CC1=CC=C(C=C1)COC1=CC=C(C=C1)[C@H](CC(=O)OCC)C#CC (Ethyl (3S)-3-[4-[[4-(spiro[indane-1,4′-piperidine]-1′-ylmethyl)phenyl]methoxy]phenyl]hex-4-ynoate). Yield: 93.6%. The reactants are N1CCC2(CC1)CCC1=CC=CC=C12 (2,3-dihydrospiro[indene-1,4′-piperidine]), C(=O)([O-])[O-].[Cs+].[Cs+] (Cs2CO3), C(C)OC(CC(C#CC)C1=CC=C(C=C1)OCC1=CC=C(C=C1)CBr)=O (3-[4-(4-bromomethyl-benzyloxy)-phenyl]-hex-4-ynoic acid ethyl ester). The solvent is C(C)#N (acetonitrile). Conditions: time 8 hour. Procedure details: To a solution of 2,3-dihydrospiro[indene-1,4′-piperidine] (0.37 g, 1.68 mmol) in acetonitrile (20.0 mL), is added Cs2CO3 (1.37 g, 4.21 mmol at room temperature, followed by the addition of 3-[4-(4-bromomethyl-benzyloxy)-phenyl]-hex-4-ynoic acid ethyl ester (0.70 g, 1.68 mmol). The reaction mixture is stirred overnight at room temperature. The reaction mixture is filtered through diatomaceous earth and the filtrate is evaporated. The crude product is purified by silica gel column chromatography (... The reactants are C(=O)(C(F)(F)F)O (TFA), CN(C)C(=[N+](C)C)ON1C2=C(C=CC=C2)N=N1.[B-](F)(F)(F)F (TBTU), ester, FC1=CC=C(C=C1)N1[C@@H]([C@H](C1=O)SCC(=O)C1=CC=C(C=C1)F)C1=CC=C(OCC(=O)O)C=C1 ([4-((2R,3R)-1-(4-fluorophenyl)-3-{[2-(4-fluorophenyl)-2-oxoethyl]thio}-4-oxoazetidin-2-yl)phenoxy]acetic acid), Cl.C(C)(C)(C)OC([C@H](N)COC(C)(C)C)=O (O-(tert-butyl)-D-Serine tert-butyl ester hydrochloride), CN1CCOCC1 (N-Methylmorpholine). The solvent is C(Cl)Cl (DCM). Run at time 3 hour. Yields the product FC1=CC=C(C=C1)N1[C@@H]([C@H](C1=O)SCC(O)C1=CC=C(C=C1)F)C1=CC=C(OCC(=O)N[C@H](CO)C(=O)O)C=C1 (N-{[4-((2R,3R)-1-(4-Fluorophenyl)-3-{[2-(4-fluorophenyl)-2-hydroxyethyl]thio}-4-oxoazetidin-2-yl)phenoxy]acetyl}-D-serine). Yield: 35.6%. Reaction SMILES: [F:1][C:2]1[CH:7]=[CH:6][C:5]([N:8]2[C:11](=[O:12])[C@H:10]([S:13][CH2:14][C:15]([C:17]3[CH:22]=[CH:21][C:20]([F:23])=[CH:19][CH:18]=3)=[O:16])[C@H:9]2[C:24]2[CH:34]=[CH:33][C:27]([O:28]CC(O)=O)=[CH:26][CH:25]=2)=[CH:4][CH:3]=1.Cl.C([O:40][C:41](=[O:50])[C@@H:42]([CH2:44][O:45]C(C)(C)C)[NH2:43])(C)(C)C.CN1CC[O:55][CH2:54][CH2:53]1.CN(C(ON1N=NC2C=CC=CC1=2)=[N+](C)C)C.[B-](F)(F)(F)F.C(O)(C(F)(F)F)=O>C(Cl)Cl>[F:1][C:2]1[CH:3]=[CH:4][C:5]([N:8]2[C:11](=[O:12])[C@H:10]([S:13][CH2:14][CH:15]([C:17]3[CH:18]=[CH:19][C:20]([F:23])=[CH:21][CH:22]=3)[OH:16])[C@H:9]2[C:24]2[CH:25]=[CH:26][C:27]([O:28][CH2:53][C:54]([NH:43][C@@H:42]([C:41]([OH:40])=[O:50])[CH2:44][OH:45])=[O:55])=[CH:33][CH:34]=2)=[CH:6][CH:7]=1 |f:1.2,4.5|. Procedure details: A solution of [4-((2R,3R)-1-(4-fluorophenyl)-3-{[2-(4-fluorophenyl)-2-oxoethyl]thio}-4-oxoazetidin-2-yl)phenoxy]acetic acid (0.050 g, 0.103 mmol), O-(tert-butyl)-D-Serine tert-butyl ester hydrochloride (0.032 g, 0.147 mmol) and N-Methylmorpholine (0.035 ml, 0.318 mmol) in DCM (4 ml) was stirred at RT for 5 min, after which TBTU (0.044 g, 0.137 mmol) was added. After 3 h, the conversion to the ester (m/z: 683.1) was completed and the solution was added TFA (2 ml). After 22 h, the solvent was remo... The reactants are C23H24C12N4O3S, ClC=1C=C(C(=O)N[C@@H](CSCC)C2=NC3=C(N2)C=CC(=C3)Cl)C=CC1C(=O)N1CCCC1 (3-chloro-N-[(1R)-1-(5-chloro-1H-benzimidazol-2-yl)-2-(ethylsulfanyl)ethyl]-4-(pyrrolidin-1-ylcarbonyl)benzamide), ClC=1C=C(C(=O)OO)C=CC1 (3-chloroperoxybenzoic acid), C(C)(=O)O (acetic acid), ClCl (chlorine). The solvent is ClCCl (dichloromethane), ClCCl.C(C)O (dichloromethane ethanol). Yields the product ClC=1C=C(C(=O)N[C@@H](CS(=O)CC)C2=NC3=C(N2)C=CC(=C3)Cl)C=CC1C(=O)N1CCCC1 (3-chloro-N-[(1R)-1-(5-chloro-1H-benzimidazol-2-yl)-2-(ethylsulfinyl)ethyl]4-(pyrrolidin-1-ylcarbonyl)benzamide). The yield is 97.0%. Reaction SMILES: [Cl:1][C:2]1[CH:3]=[C:4]([CH:23]=[CH:24][C:25]=1[C:26]([N:28]1[CH2:32][CH2:31][CH2:30][CH2:29]1)=[O:27])[C:5]([NH:7][C@H:8]([C:13]1[NH:17][C:16]2[CH:18]=[CH:19][C:20]([Cl:22])=[CH:21][C:15]=2[N:14]=1)[CH2:9][S:10][CH2:11][CH3:12])=[O:6].ClC1C=C(C=CC=1)C(OO)=[O:38].C(O)(=O)C.ClCl>ClCCl.ClCCl.C(O)C>[Cl:1][C:2]1[CH:3]=[C:4]([CH:23]=[CH:24][C:25]=1[C:26]([N:28]1[CH2:29][CH2:30][CH2:31][CH2:32]1)=[O:27])[C:5]([NH:7][C@H:8]([C:13]1[NH:17][C:16]2[CH:18]=[CH:19][C:20]([Cl:22])=[CH:21][C:15]=2[N:14]=1)[CH2:9][S:10]([CH2:11][CH3:12])=[O:38])=[O:6] |f:5.6|. Procedure: Prepared analogously to Example 85 from 3-chloro-N-[(1R)-1-(5-chloro-1H-benzimidazol-2-yl)-2-(ethylsulfanyl)ethyl]-4-(pyrrolidin-1-ylcarbonyl)benzamide, 3-chloroperoxybenzoic acid, and glacial acetic acid in dichloromethane. Yield: 97%; Rf value: 0.31 (silica gel; dichloromethane/ethanol=9:1); C23H24C12N4O3S (507.44); mass spectrum: (M+H)+=507/509/511 (chlorine isotope). Starting materials: BrC=1C=CC(=C(C1)C1(COCC(N1)=S)CF)F (5-(5-bromo-2-fluoro-phenyl)-5-fluoromethyl-morpholine-3-thione), N.CO (NH3 MeOH). The product is BrC=1C=CC(=C(C1)C1(N=C(COC1)N)CF)F (5-(5-Bromo-2-fluoro-phenyl)-5-fluoromethyl-5,6-dihydro-2H-[1,4]oxazin-3-ylamine). Reaction SMILES: [Br:1][C:2]1[CH:3]=[CH:4][C:5]([F:17])=[C:6]([C:8]2([CH2:15][F:16])[NH:13][C:12](=S)[CH2:11][O:10][CH2:9]2)[CH:7]=1.[NH3:18].CO>>[Br:1][C:2]1[CH:3]=[CH:4][C:5]([F:17])=[C:6]([C:8]2([CH2:15][F:16])[CH2:9][O:10][CH2:11][C:12]([NH2:18])=[N:13]2)[CH:7]=1 |f:1.2|. Procedure: A solution of 6.14 g (18.05 mmol) 5-(5-bromo-2-fluoro-phenyl)-5-fluoromethyl-morpholine-3-thione in 77 ml 7M NH3/MeOH was stirred at rt for 15 h. The mixture was evaporated and purified chromatographed on silica gel (DCM/1-5% MeOH followed by DCM/MeOH/aqueous NH3 95:4.5:0.5) to give the desired product as yellowish resin. Reactants: COC(CC1=C(NC2=CC(=CC=C12)Cl)C(C1=CC=C(C=C1)Br)=O)=O (methyl[6-chloro-2-(4-bromobenzoyl)-1H-indol-3-yl]acetate), N1=CC(=CC=C1)B(O)O (pyridine-3-boronic acid). Yields the product COC(CC1=C(NC2=CC(=CC=C12)Cl)C(C1=CC=C(C=C1)C=1C=NC=CC1)=O)=O (Methyl[6-chloro-2-[4-(3-pyridyl)benzoyl]-1H-indol-3-yl]acetate). RXN SMILES: [CH3:1][O:2][C:3](=[O:24])[CH2:4][C:5]1[C:13]2[C:8](=[CH:9][C:10]([Cl:14])=[CH:11][CH:12]=2)[NH:7][C:6]=1[C:15](=[O:23])[C:16]1[CH:21]=[CH:20][C:19](Br)=[CH:18][CH:17]=1.[N:25]1[CH:30]=[CH:29][CH:28]=[C:27](B(O)O)[CH:26]=1>>[CH3:1][O:2][C:3](=[O:24])[CH2:4][C:5]1[C:13]2[C:8](=[CH:9][C:10]([Cl:14])=[CH:11][CH:12]=2)[NH:7][C:6]=1[C:15](=[O:23])[C:16]1[CH:21]=[CH:20][C:19]([C:27]2[CH:26]=[N:25][CH:30]=[CH:29][CH:28]=2)=[CH:18][CH:17]=1. Procedure details: The title compound was prepared according to the procedure described in Example 207 from methyl[6-chloro-2-(4-bromobenzoyl)-1H-indol-3-yl]acetate (Example 206) and pyridine-3-boronic acid.